Dataset: the Open Reaction Database (ORD), a public repository of structured organic reaction records. Task: describe an organic reaction: reactants, conditions, products, and yield Reactants: CO (MeOH), C(=O)(C(F)(F)F)O (TFA), C(C)(C)(C)OC(=O)N1CCC(CC1)C1=CC(=C(C=C1)NC(=O)C=1N(C=C(N1)C#N)COCC[Si](C)(C)C)C1=CCCCCC1 (4-(4-{[4-cyano-1-(2-trimethylsilanyl-ethoxymethyl)-1H-imidazole-2-carbonyl]-amino}-3-cyclohept-1-enyl-phenyl)-piperidine-1-carboxylic acid tert-butyl ester). The solvent is C(Cl)Cl (CH2Cl2). The product is C1(=CCCCCC1)C1=C(C=CC(=C1)C1CCNCC1)NC(=O)C=1NC=C(N1)C#N (4-Cyano-1H-imidazole-2-caboxylic acid (2-cyclohept-1-enyl-4-piperidin-4-yl-phenyl)-amide). Yield: 99.5%. Reaction SMILES: C(OC([N:8]1[CH2:13][CH2:12][CH:11]([C:14]2[CH:19]=[CH:18][C:17]([NH:20][C:21]([C:23]3[N:24](COCC[Si](C)(C)C)[CH:25]=[C:26]([C:28]#[N:29])[N:27]=3)=[O:22])=[C:16]([C:38]3[CH2:44][CH2:43][CH2:42][CH2:41][CH2:40][CH:39]=3)[CH:15]=2)[CH2:10][CH2:9]1)=O)(C)(C)C.CO.C(O)(C(F)(F)F)=O>C(Cl)Cl>[C:38]1([C:16]2[CH:15]=[C:14]([CH:11]3[CH2:12][CH2:13][NH:8][CH2:9][CH2:10]3)[CH:19]=[CH:18][C:17]=2[NH:20][C:21]([C:23]2[NH:24][CH:25]=[C:26]([C:28]#[N:29])[N:27]=2)=[O:22])[CH2:44][CH2:43][CH2:42][CH2:41][CH2:40][CH:39]=1. Procedure details: A solution of 160 mg (0.258 mmol) 4-(4-{[4-cyano-1-(2-trimethylsilanyl-ethoxymethyl)-1H-imidazole-2-carbonyl]-amino}-3-cyclohept-1-enyl-phenyl)-piperidine-1-carboxylic acid tert-butyl ester (as prepared in the previous step) in 10 mL CH2Cl2 was treated with 200 μL MeOH and 3 mL TFA at RT for 3.5 h. Solvents were evaporated in vacuo. The residue was taken up in CH2Cl2 (30 mL) and washed with saturated aqueous NaHCO3 (1×20 mL). The organic layer was dried (MgSO4) and concentrated in vacuo to affor...